This data is from the Open Reaction Database (ORD), a public repository of structured organic reaction records. The task is: describe an organic reaction: reactants, conditions, products, and yield The reactants are C(C)(=O)OCCC(C)(C)O (3-Hydroxy-3-methylbutyl acetate), C(C(=O)Cl)(=O)Cl (oxalyl chloride), C(C)(=O)OCC (ethyl acetate). Solvent: N1=CC=CC=C1 (pyridine). Run at time 8 hour. Product: C(C)(=O)OCCC(C)(C)OC(C(=O)OC(C)(CCOC(C)=O)C)=O (bis(4-acetoxy-2-methylbutan-2-yl)oxalate). RXN SMILES: [C:1]([O:4][CH2:5][CH2:6][C:7]([OH:10])([CH3:9])[CH3:8])(=[O:3])[CH3:2].[C:11](Cl)(=[O:15])[C:12](Cl)=[O:13].[C:17]([O:20][CH2:21][CH3:22])(=[O:19])[CH3:18]>N1C=CC=CC=1>[C:1]([O:4][CH2:5][CH2:6][C:7]([O:10][C:11](=[O:15])[C:12]([O:10][C:7]([CH3:8])([CH2:22][CH2:21][O:20][C:17](=[O:19])[CH3:18])[CH3:6])=[O:13])([CH3:9])[CH3:8])(=[O:3])[CH3:2]. Procedure: To a solution of compound (71) (0.322 g, 2.2 mmol) in 10 mL pyridine, oxalyl chloride (0.127 g, 1 mmol) was added slowly and the solution was stirred overnight. 20 mL of ethyl acetate was then added and was washed with 10% ammonium chloride (3×20 mL) followed by brine (1×20 mL). The organic layer was then dried over sodium sulfate, evaporated to dryness and the crude product was collected as an oily, white solid. (0.130 g) 1H NMR (400 MHz, CDCl3): δ 1.57 (s, 12H), 2.04 (s, 6H), 2.19 (t, J=6.8, 4...